The task is: describe an organic reaction: reactants, conditions, products, and yield. This data is from the Open Reaction Database (ORD), a public repository of structured organic reaction records. Reactants: C1CCCCC1, O=C1c2ccccc2C(=O)N1OC1CCCCC1, O=C1CCCCC1, O=C1NC(=O)c2ccccc21, O=C(O)c1ccccc1C(=O)O, OC1CCCCC1, c1ccncc1. The product is O=C1c2ccccc2C(=O)N1O. As a reaction SMILES: [CH2:1]1[CH2:2][CH2:3][CH2:4][CH2:5][CH2:6]1.[CH:32]1([O:38][N:39]2[C:40](=[O:49])[c:41]3[c:42]([cH:45][cH:46][cH:47][cH:48]3)[C:43]2=[O:44])[CH2:33][CH2:34][CH2:35][CH2:36][CH2:37]1.[O:14]=[C:15]1[CH2:16][CH2:17][CH2:18][CH2:19][CH2:20]1.[O:21]=[C:22]1[c:23]2[c:24]([cH:25][cH:26][cH:27][cH:28]2)[C:29](=[O:30])[NH:31]1.[OH:50][C:51]([c:52]1[c:53]([C:54](=[O:55])[OH:56])[cH:57][cH:58][cH:59][cH:60]1)=[O:61].[OH:7][CH:8]1[CH2:9][CH2:10][CH2:11][CH2:12][CH2:13]1.[cH:62]1[cH:63][cH:64][n:65][cH:66][cH:67]1>>[OH:38][N:39]1[C:40](=[O:49])[c:41]2[c:42]([cH:45][cH:46][cH:47][cH:48]2)[C:43]1=[O:44]. The product is Cc1ccc(NOCCCN(Cc2cccc(C(F)(F)F)c2Cl)CC(c2ccccc2)c2ccccc2)cc1. Starting materials: Cc1ccc(N(OCCCN(Cc2cccc(C(F)(F)F)c2Cl)CC(c2ccccc2)c2ccccc2)C(=O)OC(C)(C)C)cc1, ClCCl, O=C(O)C(F)(F)F, [Na+], O=C([O-])O. Reaction SMILES: [C:1]([O:2][C:3](=[O:4])[N:7]([c:8]1[cH:9][cH:10][c:11]([CH3:14])[cH:12][cH:13]1)[O:15][CH2:16][CH2:17][CH2:18][N:19]([CH2:20][CH:21]([c:22]1[cH:23][cH:24][cH:25][cH:26][cH:27]1)[c:28]1[cH:29][cH:30][cH:31][cH:32][cH:33]1)[CH2:34][c:35]1[c:36]([Cl:45])[c:37]([C:41]([F:42])([F:43])[F:44])[cH:38][cH:39][cH:40]1)([CH3:5])([CH3:6])[CH3:46].[Cl:59][CH2:60][Cl:61].[F:47][C:48]([F:49])([F:50])[C:51]([OH:52])=[O:53].[Na+:58].[O-:54][C:55]([OH:56])=[O:57]>>[NH:7]([c:8]1[cH:9][cH:10][c:11]([CH3:14])[cH:12][cH:13]1)[O:15][CH2:16][CH2:17][CH2:18][N:19]([CH2:20][CH:21]([c:22]1[cH:23][cH:24][cH:25][cH:26][cH:27]1)[c:28]1[cH:29][cH:30][cH:31][cH:32][cH:33]1)[CH2:34][c:35]1[c:36]([Cl:45])[c:37]([C:41]([F:42])([F:43])[F:44])[cH:38][cH:39][cH:40]1. Starting materials: C1=CC=CC=2OC3=CC=CC=C3NC12 (phenoxazine), N1C(CCCC1)=O (2-piperidone), P(=O)(Cl)(Cl)Cl (phosphorus oxychloride). The product is Cl.N1=C(CCCC1)N1C2=CC=CC=C2OC=2C=CC=CC12 (10-(3,4,5,6-TETRAHYDRO-2-PYRIDYL)PHENOXAZINE HYDROCHLORIDE). As a reaction SMILES: [CH:1]1[C:14]2[NH:13][C:12]3[C:7](=[CH:8][CH:9]=[CH:10][CH:11]=3)[O:6][C:5]=2[CH:4]=[CH:3][CH:2]=1.[NH:15]1[CH2:20][CH2:19][CH2:18][CH2:17][C:16]1=O.P(Cl)(Cl)([Cl:24])=O>>[ClH:24].[N:15]1[CH2:20][CH2:19][CH2:18][CH2:17][C:16]=1[N:13]1[C:14]2[CH:1]=[CH:2][CH:3]=[CH:4][C:5]=2[O:6][C:7]2[C:12]1=[CH:11][CH:10]=[CH:9][CH:8]=2 |f:3.4|. Procedure details: Reaction of phenoxazine, 2-piperidone, and phosphorus oxychloride according to the procedure of Example 1 provides 10-(3,4,5,6-TETRAHYDRO-2-PYRIDYL)PHENOXAZINE HYDROCHLORIDE, m.p. 218.5°-221° C. (corr.), in a 27% overall yield from absolute ethanol.